Dataset: the Open Reaction Database (ORD), a public repository of structured organic reaction records. Task: describe an organic reaction: reactants, conditions, products, and yield The reactants are N1N=C(C=C1)CNCCN (N-(3-Pyrazolylmethyl)ethylenediamine), CN=C=O (methyl isocyanate). The product is CNC(=O)NCCNCC1=NNC=C1 (N-Methyl-N'-[2-(3-pyrazolylmethylamino)ethyl]urea). Reaction SMILES: [NH:1]1[CH:5]=[CH:4][C:3]([CH2:6][NH:7][CH2:8][CH2:9][NH2:10])=[N:2]1.[CH3:11][N:12]=[C:13]=[O:14]>>[CH3:11][NH:12][C:13]([NH:10][CH2:9][CH2:8][NH:7][CH2:6][C:3]1[CH:4]=[CH:5][NH:1][N:2]=1)=[O:14]. Reported procedure: N-(3-Pyrazolylmethyl)ethylenediamine is reacted with methyl isocyanate by the procedure of Example 24 to give, after concentrating and separating the residue by column chromatography, the title compound. Reactants: ClC=1C=C(CNC(=O)C=2N(C=C(C(C2OCC2=CC=CC=C2)=O)C2=CC=CC=C2)CC(OC)OC)C=CC1 (3-Benzyloxy-1-(2,2-dimethoxyethyl)-4-oxo-5-phenyl-1,4-dihydropyridine-2-carboxylic acid 3-chlorobenzylamide), Cl (hydrochloric acid). Run in C(C)(=O)O (acetic acid). Conditions: temperature 90 celsius, time 2 hour. The product is Cl.ClC=1C=C(CN2C(C=3N(C=C2)C=C(C(C3O)=O)C3=CC=CC=C3)=O)C=CC1 (2-(3-chlorobenzyl)-9-hydroxy-7-phenyl-2H-pyrido[1,2-a]pyrazine-1,8-dione hydrochloride). Isolated yield 192.5%. Reaction SMILES: [Cl:1][C:2]1[CH:3]=[C:4]([CH:36]=[CH:37][CH:38]=1)[CH2:5][NH:6][C:7]([C:9]1[N:10]([CH2:30][CH:31](OC)OC)[CH:11]=[C:12]([C:24]2[CH:29]=[CH:28][CH:27]=[CH:26][CH:25]=2)[C:13](=[O:23])[C:14]=1[O:15]CC1C=CC=CC=1)=[O:8].Cl>C(O)(=O)C>[ClH:1].[Cl:1][C:2]1[CH:3]=[C:4]([CH:36]=[CH:37][CH:38]=1)[CH2:5][N:6]1[CH:31]=[CH:30][N:10]2[CH:11]=[C:12]([C:24]3[CH:25]=[CH:26][CH:27]=[CH:28][CH:29]=3)[C:13](=[O:23])[C:14]([OH:15])=[C:9]2[C:7]1=[O:8] |f:3.4|. Reported procedure: 3-Benzyloxy-1-(2,2-dimethoxyethyl)-4-oxo-5-phenyl-1,4-dihydropyridine-2-carboxylic acid 3-chlorobenzylamide (52 mg) was dissolved in acetic acid (0.5 ml) and conc. hydrochloric acid (0.5 ml) was added, and the mixture was stirred at 90° C. for 2 hr. The reaction mixture was concentrated, toluene was added to the residue and the mixture was concentrated, which operations were performed twice. Methanol was further added and the mixture was concentrated and crystallized from ethyl acetate-diisoprop... Reactants: C(C)(=O)Cl (acetyl chloride), NCCNC1=C(CNC(C2=CC(=C(C(=C2)OC)C)OC)=O)C=CC(=C1)C1=NOC(=N1)C (N-(2-(2-aminoethylamino)-4-(5-methyl-1,2,4-oxadiazol-3-yl)benzyl)-3,5-dimethoxy-4-methylbenzamide), N1=CC=CC=C1 (pyridine), C(C)(=O)Cl (acetyl chloride). Solvent: ClCCl (dichloromethane). Run at time 1.5 hour. The product is C(C)(=O)NCCNC1=C(CNC(C2=CC(=C(C(=C2)OC)C)OC)=O)C=CC(=C1)C1=NOC(=N1)C (N-(2-(2-acetamidoethylamino)-4-(5-methyl-1,2,4-oxadiazol-3-yl)benzyl)-3,5-dimethoxy-4-methylbenzamide). Isolated yield 34.2%. As a reaction SMILES: [NH2:1][CH2:2][CH2:3][NH:4][C:5]1[CH:25]=[C:24]([C:26]2[N:30]=[C:29]([CH3:31])[O:28][N:27]=2)[CH:23]=[CH:22][C:6]=1[CH2:7][NH:8][C:9](=[O:21])[C:10]1[CH:15]=[C:14]([O:16][CH3:17])[C:13]([CH3:18])=[C:12]([O:19][CH3:20])[CH:11]=1.N1C=CC=CC=1.[C:38](Cl)(=[O:40])[CH3:39]>ClCCl>[C:38]([NH:1][CH2:2][CH2:3][NH:4][C:5]1[CH:25]=[C:24]([C:26]2[N:30]=[C:29]([CH3:31])[O:28][N:27]=2)[CH:23]=[CH:22][C:6]=1[CH2:7][NH:8][C:9](=[O:21])[C:10]1[CH:15]=[C:14]([O:16][CH3:17])[C:13]([CH3:18])=[C:12]([O:19][CH3:20])[CH:11]=1)(=[O:40])[CH3:39]. Reported procedure: To a solution of compound 44a (21 mg, 0.05 mmol) and pyridine (0.008 mL, 0.1 mmol) in dichloromethane (1 mL) was added acetyl chloride (0.004 mL, 0.055 mmol). The reaction mixture was stirred for 1.5 h, and additional acetyl chloride (0.004 mL) was added. After an additional 5 min, the reaction was quenched by addition of water and concentrated. The residue was purified by reverse phase HPLC (C18 column, water/acetonitrile gradient containing 0.1% TFA) to afford compound 45a (8 mg). Starting materials: C(C)(C)(C)C=1C=C(C=C(C1)C(C)(C)C)NN=CC1=CC=C(C=C1)C(=O)OC (4-Methoxycarbonylbenzaldehyde-N-(3,5-di-t-butylphenyl)hydrazone), 3g, [OH-].[K+] (potassium hydroxide), C(C)O (ethanol), ice water, Cl (hydrochloric acid). The solvent is O (water), CS(=O)C (dimethyl sulfoxide). The product is C(C)(C)(C)C=1C=C(C=C(C1)C(C)(C)C)NN=CC1=CC=C(C=C1)C(=O)O (4-Carboxybenzaldehyde-N-(3,5-di-t-butylphenyl)hydrazone). Isolated yield 56.7%. Reaction SMILES: [C:1]([C:5]1[CH:6]=[C:7]([NH:15][N:16]=[CH:17][C:18]2[CH:23]=[CH:22][C:21]([C:24]([O:26]C)=[O:25])=[CH:20][CH:19]=2)[CH:8]=[C:9]([C:11]([CH3:14])([CH3:13])[CH3:12])[CH:10]=1)([CH3:4])([CH3:3])[CH3:2].[OH-].[K+].C(O)C.Cl>O.CS(C)=O>[C:1]([C:5]1[CH:6]=[C:7]([NH:15][N:16]=[CH:17][C:18]2[CH:23]=[CH:22][C:21]([C:24]([OH:26])=[O:25])=[CH:20][CH:19]=2)[CH:8]=[C:9]([C:11]([CH3:14])([CH3:13])[CH3:12])[CH:10]=1)([CH3:2])([CH3:3])[CH3:4] |f:1.2|. Procedure: 2.2g of the ester obtained in Example 5 were refluxed with 3g of potassium hydroxide for 1 hour in 70ml of a 3:3:1 mixture of ethanol, dimethyl sulfoxide and water. The reaction mixture was poured into 140ml of ice water and adjusted to pH 2 with hydrochloric acid, whereupon the precipitate was filtered off in vacuo. After recrystallization from methanol, there were obtained 1.2g of the above compound, m.p. 208°-213° C.